From a dataset of the Open Reaction Database (ORD), a public repository of structured organic reaction records. describe an organic reaction: reactants, conditions, products, and yield The reactants are C1CCOC1, O=C1CC(c2cccs2)CN1. Yields the product c1csc(C2CCNC2)c1. As a reaction SMILES: [CH2:12]1[O:13][CH2:14][CH2:15][CH2:16]1.[s:1]1[c:2]([CH:6]2[CH2:7][C:8](=[O:11])[NH:9][CH2:10]2)[cH:3][cH:4][cH:5]1>>[s:1]1[c:2]([CH:6]2[CH2:7][CH2:8][NH:9][CH2:10]2)[cH:3][cH:4][cH:5]1.